This data is from the Open Reaction Database (ORD), a public repository of structured organic reaction records. The task is: describe an organic reaction: reactants, conditions, products, and yield Reactants: C(C)(=O)OCC\C=C\1/OC(OC1(C)C)=O ((3Z)-3-(5,5-dimethyl-2-oxo-1,3-dioxolan-4-ylidene)propyl acetate), C(C)(=O)OCC (ethyl acetate), COC1=CC=C(C=C1)O (4-methoxyphenol). Run at temperature 40 celsius, time 24 hour. Yields the product C(C=C)(=O)OCC\C=C\1/OC(OC1(C)C)=O ((3Z)-3-(5,5-dimethyl-2-oxo-1,3-dioxolan-4-ylidene)propyl acrylate). As a reaction SMILES: [C:1]([O:4][CH2:5][CH2:6]/[CH:7]=[C:8]1\[O:9][C:10](=[O:15])[O:11][C:12]\1([CH3:14])[CH3:13])(=[O:3])[CH3:2].[C:16](OCC)(=O)C.COC1C=CC(O)=CC=1>>[C:1]([O:4][CH2:5][CH2:6]/[CH:7]=[C:8]1\[O:9][C:10](=[O:15])[O:11][C:12]\1([CH3:14])[CH3:13])(=[O:3])[CH:2]=[CH2:16]. Reported procedure: 280 g (1.31 mol) of (3Z)-3-(5,5-dimethyl-2-oxo-1,3-dioxolan-4-ylidene)propyl acetate (exo-VC-OAc), 1307 g (13.1 mol) of ethyl acetate, 0.28 g of 4-methoxyphenol (MeHQ) and 84 g (30% by weight) of Novozym® 435 from Novozymes were combined. The mixture was stirred at 40° C. for 24 h. The mixture was filtered and washed through with acetone, and the solvent was removed at 40° C. on a rotary evaporator. This gave 276.7 g of the product of the title compound with a purity of 92.4% (GC analysis). RXN SMILES: [Br:2][c:3]1[cH:4][c:5]([CH3:19])[c:6]([O:7][CH2:8][CH:9]2[CH2:10][N:11]([CH3:15])[CH2:12][CH2:13][CH2:14]2)[c:16]([CH3:18])[cH:17]1.[Cl:22][c:23]1[cH:24][cH:25][cH:26][c:27]([C:28]([O:29][OH:31])=[O:30])[cH:32]1.[Cl:33][CH2:34][Cl:35].[ClH:1].[Na+:21].[OH-:20]>>[Br:2][c:3]1[cH:4][c:5]([CH3:19])[c:6]([O:7][CH2:8][CH:9]2[CH2:10][N+:11]([CH3:15])([O-:30])[CH2:12][CH2:13][CH2:14]2)[c:16]([CH3:18])[cH:17]1. Yields the product Cc1cc(Br)cc(C)c1OCC1CCC[N+](C)([O-])C1. The reactants are Cc1cc(Br)cc(C)c1OCC1CCCN(C)C1, O=C(OO)c1cccc(Cl)c1, ClCCl, Cl, [Na+], [OH-]. The reactants are FC1=CC=C(C=C1)C1=CC=C(C=C1)CO (4'-fluoro-4-biphenylylmethanol), P(Br)(Br)Br (phosphorous tribromide). Solvent: O (H2O), CCOCC (Et2O). Product: FC1=CC=C(C=C1)C1=CC=C(C=C1)CBr (4'-fluoro-4-biphenylylmethyl bromide). Reaction SMILES: [F:1][C:2]1[CH:7]=[CH:6][C:5]([C:8]2[CH:13]=[CH:12][C:11]([CH2:14]O)=[CH:10][CH:9]=2)=[CH:4][CH:3]=1.P(Br)(Br)[Br:17]>CCOCC.O>[F:1][C:2]1[CH:7]=[CH:6][C:5]([C:8]2[CH:13]=[CH:12][C:11]([CH2:14][Br:17])=[CH:10][CH:9]=2)=[CH:4][CH:3]=1. Procedure details: To a solution of 4'-fluoro-4-biphenylylmethanol (7.38 g, 36.93 mmol) in Et2O (250 ml) is added phosphorous tribromide (7 ml, 73.06 mmol). The reaction is allowed to warm slowly to room temperature and is then refluxed for 12 hours. After the reaction is cooled to room temperature ice chips are added until gas no longer evolves. The reaction mixture is then diluted with H2O (200 ml) and extracted with 1N NaOH (300 ml) and saturated NaCl solution (300 ml), dried over MgSO4, and concentrated in vac... Starting materials: O=C([O-])[O-], CN(C)C=O, [Cl-], COC(=O)c1cc([N+](=O)[O-])c(Cl)cc1C, [K+], [K+], [Na+], CCOC(=O)C(C)S. The product is CCOC(=O)C(C)Sc1cc(C)c(C(=O)OC)cc1[N+](=O)[O-]. Reaction SMILES: [C:16](=[O:17])([O-:18])[O-:19].[CH3:32][N:33]([CH3:34])[CH:35]=[O:36].[Cl-:31].[Cl:1][c:2]1[cH:3][c:4]([CH3:15])[c:5]([C:6](=[O:7])[O:8][CH3:9])[cH:10][c:11]1[N+:12](=[O:13])[O-:14].[K+:20].[K+:21].[Na+:30].[SH:22][CH:23]([C:24](=[O:25])[O:26][CH2:27][CH3:28])[CH3:29]>>[c:2]1([S:22][CH:23]([C:24](=[O:25])[O:26][CH2:27][CH3:28])[CH3:29])[cH:3][c:4]([CH3:15])[c:5]([C:6](=[O:7])[O:8][CH3:9])[cH:10][c:11]1[N+:12](=[O:13])[O-:14]. Reactants: CC1(C)CCC(C)(C)c2cc(CBr)c(Br)cc21, CCO, CC(C)[N+](=O)[O-], [Na]. The product is CC1(C)CCC(C)(C)c2cc(C=O)c(Br)cc21. Reaction SMILES: [Br:8][c:9]1[cH:10][c:11]2[c:16]([cH:17][c:18]1[CH2:19][Br:20])[C:15]([CH3:21])([CH3:22])[CH2:14][CH2:13][C:12]2([CH3:23])[CH3:24].[CH3:25][CH2:26][OH:27].[CH3:2][CH:3]([N+:4](=[O:5])[O-:6])[CH3:7].[Na:1]>>[O:6]=[CH:19][c:18]1[c:9]([Br:8])[cH:10][c:11]2[c:16]([cH:17]1)[C:15]([CH3:21])([CH3:22])[CH2:14][CH2:13][C:12]2([CH3:23])[CH3:24]. RXN SMILES: C(O[C:6]([N:8]([CH2:10][C:11]1[C:12]([F:35])=[C:13]([C:28]2[C:29]([F:34])=[N:30][CH:31]=[CH:32][CH:33]=2)[N:14]([S:16]([C:19]2[O:23][C:22]([C:24]([O:26][CH3:27])=[O:25])=[CH:21][CH:20]=2)(=[O:18])=[O:17])[CH:15]=1)C)=O)(C)(C)C.C(OCC)(=O)C.[ClH:42]>C(OCC)(=O)C.CC(O)C>[ClH:42].[F:35][C:12]1[C:11]([CH2:10][NH:8][CH3:6])=[CH:15][N:14]([S:16]([C:19]2[O:23][C:22]([C:24]([O:26][CH3:27])=[O:25])=[CH:21][CH:20]=2)(=[O:17])=[O:18])[C:13]=1[C:28]1[C:29]([F:34])=[N:30][CH:31]=[CH:32][CH:33]=1 |f:1.2,5.6|. Reactants: C(C)(C)(C)OC(=O)N(C)CC=1C(=C(N(C1)S(=O)(=O)C1=CC=C(O1)C(=O)OC)C=1C(=NC=CC1)F)F (methyl 5-{[4-{[(tert-butoxycarbonyl)(methyl)amino]methyl}-3-fluoro-2-(2-fluoropyridin-3-yl)-1H-pyrrol-1-yl]sulfonyl}-2-furoate), C(C)(=O)OCC.Cl (hydrogen chloride-ethyl acetate). Solvent: C(C)(=O)OCC (ethyl acetate), CC(C)O (2-propanol). Reaction conditions: time 1 hour. Procedure details: To a solution of methyl 5-{[4-{[(tert-butoxycarbonyl)(methyl)amino]methyl}-3-fluoro-2-(2-fluoropyridin-3-yl)-1H-pyrrol-1-yl]sulfonyl}-2-furoate (260 mg) in ethyl acetate (2 mL) and 2-propanol (1 mL) was added 4 mol/L hydrogen chloride-ethyl acetate solution (3 mL), and the mixture was stirred at room temperature for 1 hr. The reaction mixture was concentrated under reduced pressure, and the residue was recrystallized from a mixed solvent of ethyl acetate-ethanol to give the title compound as a w... The product is Cl.FC1=C(N(C=C1CNC)S(=O)(=O)C1=CC=C(O1)C(=O)OC)C=1C(=NC=CC1)F (Methyl 5-({3-fluoro-2-(2-fluoropyridin-3-yl)-4-[(methylamino)methyl]-1H-pyrrol-1-yl}sulfonyl)-2-furoate hydrochloride). Isolated yield 78.0%.